From a dataset of the Open Reaction Database (ORD), a public repository of structured organic reaction records. describe an organic reaction: reactants, conditions, products, and yield The reactants are CC(=O)OC(C)=O, COCC(=O)C1CCC2C3CCC4CC(O)CCC4(C)C3C(=O)CC12C, c1ccncc1. Yields the product COCC(=O)C1CCC2C3CCC4CC(OC(C)=O)CCC4(C)C3C(=O)CC12C. RXN SMILES: [CH3:27][C:28](=[O:29])[O:30][C:31](=[O:32])[CH3:33].[OH:1][CH:2]1[CH2:3][CH:4]2[CH2:5][CH2:6][CH:7]3[CH:8]4[CH2:9][CH2:10][CH:11]([C:12]([CH2:13][O:14][CH3:15])=[O:16])[C:17]4([CH3:26])[CH2:18][C:19](=[O:25])[CH:20]3[C:21]2([CH3:24])[CH2:22][CH2:23]1.[cH:34]1[cH:35][cH:36][n:37][cH:38][cH:39]1>>[O:1]([CH:2]1[CH2:3][CH:4]2[CH2:5][CH2:6][CH:7]3[CH:8]4[CH2:9][CH2:10][CH:11]([C:12]([CH2:13][O:14][CH3:15])=[O:16])[C:17]4([CH3:26])[CH2:18][C:19](=[O:25])[CH:20]3[C:21]2([CH3:24])[CH2:22][CH2:23]1)[C:28]([CH3:27])=[O:29]. Reactants: CC(C)COc1ccc(N)cc1C#N, [Cl-], Cl, O=N[O-], [Na+], O, O. Product: CC(C)COc1ccc(NN)cc1C#N. RXN SMILES: [C:2](#[N:3])[c:4]1[cH:5][c:6]([NH2:7])[cH:8][cH:9][c:10]1[O:11][CH2:12][CH:13]([CH3:14])[CH3:15].[Cl-:22].[ClH:1].[N:16]([O-:17])=[O:18].[Na+:19].[OH2:20].[OH2:21]>>[C:2](#[N:3])[c:4]1[cH:5][c:6]([NH:7][NH2:16])[cH:8][cH:9][c:10]1[O:11][CH2:12][CH:13]([CH3:14])[CH3:15]. Reactants: Cl (hydrogen chloride), OC=1C=C(C=O)C=C(C1O)[N+](=O)[O-] (3,4-dihydroxy-5-nitrobenzaldehyde), CC(CC)=O (butanone), CCOCC (ether). Yields the product OC=1C=C(C=C(C1O)[N+](=O)[O-])C=C(C(C)=O)C (4-(3,4-Dihydroxy-5-nitrophenyl)-3-methylbut-3-en-2-one). RXN SMILES: [OH:1][C:2]1[CH:3]=[C:4]([CH:7]=[C:8]([N+:11]([O-:13])=[O:12])[C:9]=1[OH:10])[CH:5]=O.Cl.CCOCC.[CH3:20][C:21](=[O:24])[CH2:22][CH3:23]>>[OH:1][C:2]1[CH:3]=[C:4]([CH:5]=[C:22]([CH3:23])[C:21](=[O:24])[CH3:20])[CH:7]=[C:8]([N+:11]([O-:13])=[O:12])[C:9]=1[OH:10]. Procedure details: A solution containing 0.5 g of 3,4-dihydroxy-5-nitrobenzaldehyde in 2.0 ml of butanone was saturated with gaseous hydrogen chloride. After standing over night ether was added to the solution and it was filtered. The product was crystallized from isopropanol, yield 0.2 g (30%), m.p. Run at time 3 hour. The reactants are COC(C1=C(C=CC(=C1)N)C#N)=O (5-amino-2-cyanobenzoic acid methyl ester), S(=O)(Cl)Cl (Thionyl chloride), BrC[C@](C(=O)O)(C)O ((2R)-3-bromo-2-hydroxy-2-methylpropionic acid), O (water). The product is COC(C1=C(C=CC(=C1)NC([C@@](CBr)(C)O)=O)C#N)=O (5-((R)-3-Bromo-2-hydroxy-2-methylpropionylamino)-2-cyanobenzoic acid methyl ester). Procedure details: Thionyl chloride (3.9 ml, 5.3 mmol) was added dropwise to a solution of (2R)-3-bromo-2-hydroxy-2-methylpropionic acid (8.19 g, 44.8 mmol, prepared as described in WO 2005/000794) in 190 ml of THF and 5.8 ml of N,N-dimethyl-acetamide (DMAC) at 5° C. under nitrogen atmosphere. The solution was stirred for 3 h at room temperature. A solution of 5-amino-2-cyanobenzoic acid methyl ester (7.50 g, 4.3 mmol) in 75 ml of THF was added and the reaction mixture was maintained at 50° C. for 3 h and at room ... Reaction SMILES: S(Cl)(Cl)=O.[Br:5][CH2:6][C@@:7]([OH:12])([CH3:11])[C:8](O)=[O:9].[CH3:13][O:14][C:15](=[O:25])[C:16]1[CH:21]=[C:20]([NH2:22])[CH:19]=[CH:18][C:17]=1[C:23]#[N:24].O>C1COCC1.CN(C)C(=O)C>[CH3:13][O:14][C:15](=[O:25])[C:16]1[CH:21]=[C:20]([NH:22][C:8](=[O:9])[C@:7]([OH:12])([CH3:11])[CH2:6][Br:5])[CH:19]=[CH:18][C:17]=1[C:23]#[N:24]. Solvent: C1CCOC1 (THF), C1CCOC1 (THF), CN(C(C)=O)C (N,N-dimethyl-acetamide). Starting materials: C1CCOC1, [Na+], CCOC(=O)c1cnc(N2CC3C(C2)C3N2CCOCC2)nc1, [OH-], O. The product is O=C(O)c1cnc(N2CC3C(C2)C3N2CCOCC2)nc1. As a reaction SMILES: [CH2:26]1[O:27][CH2:28][CH2:29][CH2:30]1.[Na+:25].[O:1]1[CH2:2][CH2:3][N:4]([CH:7]2[CH:8]3[CH2:9][N:10]([c:13]4[n:14][cH:15][c:16]([C:19](=[O:20])[O:21][CH2:22][CH3:23])[cH:17][n:18]4)[CH2:11][CH:12]23)[CH2:5][CH2:6]1.[OH-:24].[OH2:31]>>[O:1]1[CH2:2][CH2:3][N:4]([CH:7]2[CH:8]3[CH2:9][N:10]([c:13]4[n:14][cH:15][c:16]([C:19](=[O:20])[OH:21])[cH:17][n:18]4)[CH2:11][CH:12]23)[CH2:5][CH2:6]1. Reactants: CCO, O=C(Nc1ccc2oc3c(c2c1)CCCC3)c1ccc([N+](=O)[O-])cc1. Reaction SMILES: [CH3:26][CH2:27][OH:28].[N+:1]([O-:2])(=[O:3])[c:4]1[cH:5][cH:6][c:7]([C:8](=[O:9])[NH:10][c:11]2[cH:12][c:13]3[c:14]([o:15][c:16]4[c:17]3[CH2:18][CH2:19][CH2:20][CH2:21]4)[cH:22][cH:23]2)[cH:24][cH:25]1>>[NH2:1][c:4]1[cH:5][cH:6][c:7]([C:8](=[O:9])[NH:10][c:11]2[cH:12][c:13]3[c:14]([o:15][c:16]4[c:17]3[CH2:18][CH2:19][CH2:20][CH2:21]4)[cH:22][cH:23]2)[cH:24][cH:25]1. Yields the product Nc1ccc(C(=O)Nc2ccc3oc4c(c3c2)CCCC4)cc1. Starting materials: CC1CCN(Cc2ccccc2)CC1N(C)c1ncnc2[nH]ccc12, CCO, Cl. Product: CC1CCNCC1N(C)c1ncnc2[nH]ccc12. RXN SMILES: [CH2:1]([c:2]1[cH:3][cH:4][cH:5][cH:6][cH:7]1)[N:8]1[CH2:9][CH:10]([N:15]([c:16]2[c:17]3[c:18]([n:19][cH:20][n:21]2)[nH:22][cH:23][cH:24]3)[CH3:25])[CH:11]([CH3:14])[CH2:12][CH2:13]1.[CH3:27][CH2:28][OH:29].[ClH:26]>>[NH:8]1[CH2:9][CH:10]([N:15]([c:16]2[c:17]3[c:18]([n:19][cH:20][n:21]2)[nH:22][cH:23][cH:24]3)[CH3:25])[CH:11]([CH3:14])[CH2:12][CH2:13]1. Reactants: CC(C)(C)OC(=O)N1CCN(c2ccc(N)nc2)CC1, Cc1ccccc1, CS(=O)c1ncc2ccc(=O)n(C3CC3)c2n1. The product is CC(C)(C)OC(=O)N1CCN(c2ccc(Nc3ncc4ccc(=O)n(C5CC5)c4n3)nc2)CC1. Reaction SMILES: [C:18]([CH3:19])([CH3:20])([CH3:21])[O:22][C:23](=[O:24])[N:25]1[CH2:26][CH2:27][N:28]([c:31]2[cH:32][n:33][c:34]([NH2:37])[cH:35][cH:36]2)[CH2:29][CH2:30]1.[CH3:38][c:39]1[cH:40][cH:41][cH:42][cH:43][cH:44]1.[CH:1]1([n:4]2[c:5](=[O:17])[cH:6][cH:7][c:8]3[c:9]2[n:10][c:11]([S:14]([CH3:15])=[O:16])[n:12][cH:13]3)[CH2:2][CH2:3]1>>[CH:1]1([n:4]2[c:5](=[O:17])[cH:6][cH:7][c:8]3[c:9]2[n:10][c:11]([NH:37][c:34]2[n:33][cH:32][c:31]([N:28]4[CH2:27][CH2:26][N:25]([C:23]([O:22][C:18]([CH3:19])([CH3:20])[CH3:21])=[O:24])[CH2:30][CH2:29]4)[cH:36][cH:35]2)[n:12][cH:13]3)[CH2:2][CH2:3]1.